From a dataset of the Open Reaction Database (ORD), a public repository of structured organic reaction records. describe an organic reaction: reactants, conditions, products, and yield Starting materials: O (Water), [O-]C#N.[K+] (potassium cyanate), IC1=CC=C(C=C1)NC1(CCCCC1)C#N (1-(4-iodophenylamino)cyclohexanecarbonitrile), Cl (hydrochloric acid), O (water). Solvent: C(C)(=O)O (acetic acid). Run at temperature 60 celsius, time 8 hour. Product: IC1=CC=C(C=C1)N1C(NC(C12CCCCC2)=O)=O (1-(4-iodophenyl)-1,3-diaza-spiro[4.5]decane-2,4-dione). RXN SMILES: [O-:1][C:2]#N.[K+].[I:5][C:6]1[CH:11]=[CH:10][C:9]([NH:12][C:13]2([C:19]#[N:20])[CH2:18][CH2:17][CH2:16][CH2:15][CH2:14]2)=[CH:8][CH:7]=1.Cl.[OH2:22]>C(O)(=O)C>[I:5][C:6]1[CH:7]=[CH:8][C:9]([N:12]2[C:13]3([CH2:18][CH2:17][CH2:16][CH2:15][CH2:14]3)[C:19](=[O:22])[NH:20][C:2]2=[O:1])=[CH:10][CH:11]=1 |f:0.1|. Procedure: 1.8 g (22.2 mmol, 2 eq.) of potassium cyanate are added at 30° C. to a solution of 3.7 g (11.3 mmol, 1 eq.) of 1-(4-iodophenylamino)cyclohexanecarbonitrile in 30 ml of glacial acetic acid. The reaction medium is stirred at 60° C. overnight. 5 ml of hydrochloric acid and then 3 ml of water are added. The medium is heated at 90° C. for 1 hour and then at room temperature for 3 hours. Water is then poured into the reaction medium, and the precipitate formed is filtered off and then chromatographed ... Starting materials: N(=O)[O-].[Na+] (sodium nitrite), NC1=CC(=C(C=C1NCC#C)N1C(C=2CCCCC2C1=O)=O)F (2-[4-Amino-2-fluoro-5-(2-propynylamino)phenyl]-4,5,6,7-tetrahydro-2H-isoindole-1,3-dione), O (water). Procedure: 2-[4-Amino-2-fluoro-5-(2-propynylamino)phenyl]-4,5,6,7-tetrahydro-2H-isoindole-1,3-dione (0.59 g) was dissolved in acetic acid (1.9 ml), and sodium nitrite (0.13 g) was added thereto at a temperature of 10° to 15° C. After stirring for 10 minutes, the reaction mixture was admixed with water and extracted with ethyl acetate. The extract was washed with water and an aqueous solution of sodium bicarbonate, dried and concentrated. The residue was purified by silica gel thin layer chromatography usin... Product: FC1=CC2=C(N(N=N2)CC#C)C=C1N1C(C=2CCCCC2C1=O)=O (2-[5-fluoro-1-(2-propynyl)benzotriazol-6-yl]-4,5,6,7-tetrahydro-2H-isoindole-1,3-dione). The solvent is C(C)(=O)O (acetic acid). Run at time 10 minute. As a reaction SMILES: [NH2:1][C:2]1[C:7]([NH:8][CH2:9][C:10]#[CH:11])=[CH:6][C:5]([N:12]2[C:20](=[O:21])[C:19]3[CH2:18][CH2:17][CH2:16][CH2:15][C:14]=3[C:13]2=[O:22])=[C:4]([F:23])[CH:3]=1.[N:24]([O-])=O.[Na+].O>C(O)(=O)C>[F:23][C:4]1[C:5]([N:12]2[C:13](=[O:22])[C:14]3[CH2:15][CH2:16][CH2:17][CH2:18][C:19]=3[C:20]2=[O:21])=[CH:6][C:7]2[N:8]([CH2:9][C:10]#[CH:11])[N:24]=[N:1][C:2]=2[CH:3]=1 |f:1.2|. Isolated yield 11.5%. Starting materials: ClC=1C=NC=2N(C1)N=C(C2)C(=O)O (6-chloro-pyrazolo[1,5-a]pyrimidine-2-carboxylic acid), FC1=C2CCNC(C2=CC=C1)C (5-fluoro-1-methyl-1,2,3,4-tetrahydro-isoquinoline). Yields the product ClC=1C=NC=2N(C1)N=C(C2)C(=O)N2C(C1=CC=CC(=C1CC2)F)C ((6-Chloro-pyrazolo[1,5-a]pyrimidin-2-yl)-(5-fluoro-1-methyl-3,4-dihydro-1H-isoquinolin-2-yl)-methanone). RXN SMILES: [Cl:1][C:2]1[CH:3]=[N:4][C:5]2[N:6]([N:8]=[C:9]([C:11]([OH:13])=O)[CH:10]=2)[CH:7]=1.[F:14][C:15]1[CH:24]=[CH:23][CH:22]=[C:21]2[C:16]=1[CH2:17][CH2:18][NH:19][CH:20]2[CH3:25]>>[Cl:1][C:2]1[CH:3]=[N:4][C:5]2[N:6]([N:8]=[C:9]([C:11]([N:19]3[CH2:18][CH2:17][C:16]4[C:21](=[CH:22][CH:23]=[CH:24][C:15]=4[F:14])[CH:20]3[CH3:25])=[O:13])[CH:10]=2)[CH:7]=1. Reported procedure: In close analogy to the procedure described in Example 1, 6-chloro-pyrazolo[1,5-a]pyrimidine-2-carboxylic acid is reacted with 5-fluoro-1-methyl-1,2,3,4-tetrahydro-isoquinoline to provide the title compound in moderate yield. Reactants: BrCC1OC2(OC1)C=1C=CN(C1CCC2Br)S(=O)(=O)C2=CC=C(C=C2)C (4'-bromomethyl-5-bromo-1-p-toluenesulfonyl-4,5,6,7-tetrahydroindole-4-spiro-2'-[1,3]dioxolane), N1CCCCC1 (piperidine). The product is N1(CCCCC1)CC1OC2(OC1)C=1C=CN(C1CCC2Br)S(=O)(=O)C2=CC=C(C=C2)C (4'-piperidinomethyl-5-bromo-1-p-toluenesulfonyl-4,5,6,7-tetrahydroindole-4-spiro-2'-[1,3]dioxolane). Isolated yield 75.0%. As a reaction SMILES: Br[CH2:2][CH:3]1[CH2:7][O:6][C:5]2([CH:15]([Br:16])[CH2:14][CH2:13][C:12]3[N:11]([S:17]([C:20]4[CH:25]=[CH:24][C:23]([CH3:26])=[CH:22][CH:21]=4)(=[O:19])=[O:18])[CH:10]=[CH:9][C:8]2=3)[O:4]1.[NH:27]1[CH2:32][CH2:31][CH2:30][CH2:29][CH2:28]1>>[N:27]1([CH2:2][CH:3]2[CH2:7][O:6][C:5]3([CH:15]([Br:16])[CH2:14][CH2:13][C:12]4[N:11]([S:17]([C:20]5[CH:21]=[CH:22][C:23]([CH3:26])=[CH:24][CH:25]=5)(=[O:18])=[O:19])[CH:10]=[CH:9][C:8]3=4)[O:4]2)[CH2:32][CH2:31][CH2:30][CH2:29][CH2:28]1. Reported procedure: Heating of 4'-bromomethyl-5-bromo-1-p-toluenesulfonyl-4,5,6,7-tetrahydroindole-4-spiro-2'-[1,3]dioxolane with piperidine at 80° C. for 3 hours affords 4'-piperidinomethyl-5-bromo-1-p-toluenesulfonyl-4,5,6,7-tetrahydroindole-4-spiro-2'-[1,3]dioxolane in 75% yield. Reactants: intermediate 13, OC1=C(N=C2N(C1=O)CC(N2C)=O)C(=O)OCC (ethyl 6-hydroxy-1-methyl-2,5-dioxo-1,2,3,5-tetrahydroimidazo[1,2-a]pyrimidine-7-carboxylate), CC=1C=C(CN)C=CC1C (3,4-dimethylbenzylamine). The product is CC=1C=C(CNC(=O)C=2N=C3N(C(C2O)=O)CC(N3C)=O)C=CC1C (N-(3,4-Dimethylbenzyl)-6-hydroxy-1-methyl-2,5-dioxo-1,2,3,5-tetrahydroimidazo[1,2-a]pyrimidine-7-carboxamide). Isolated yield 43.8%. As a reaction SMILES: [OH:1][C:2]1[C:7](=[O:8])[N:6]2[CH2:9][C:10](=[O:13])[N:11]([CH3:12])[C:5]2=[N:4][C:3]=1[C:14]([O:16]CC)=O.[CH3:19][C:20]1[CH:21]=[C:22]([CH:25]=[CH:26][C:27]=1[CH3:28])[CH2:23][NH2:24]>>[CH3:19][C:20]1[CH:21]=[C:22]([CH:25]=[CH:26][C:27]=1[CH3:28])[CH2:23][NH:24][C:14]([C:3]1[N:4]=[C:5]2[N:11]([CH3:12])[C:10](=[O:13])[CH2:9][N:6]2[C:7](=[O:8])[C:2]=1[OH:1])=[O:16]. Procedure: Reaction of intermediate 13, ethyl 6-hydroxy-1-methyl-2,5-dioxo-1,2,3,5-tetrahydroimidazo[1,2-a]pyrimidine-7-carboxylate (0.070 g, 0.28 mmol) with 3,4-dimethylbenzylamine (0.15 g, 1.12 mmol) as described in the preparation of example 1 gave 0.042 g (58% yield) of the title amide as a white solid. 1HNMR 400 MHz (DMSO-d6) δ (ppm): 2.18 (3H, s, CH3), 2.20 (3H, s, CH3), 3.14 (3H, s, NCH3), 4.42 (2H, d, J=6.3 Hz, NCH2), 4.47 (2H, s, CH2), 7.0–7.1 (3H, m, aromatics), 9.40 (1H, broad t, NH), 12.35 (1H,... The reactants are COC(=O)C=1C=CC=C2C=CCSC12 (Methyl-2H-thiochromene-8-carboxylate), [OH-].[Na+] (sodium hydroxide). Solvent: C(C)O (ethanol), C(C)O (ethanol). Conditions: time 5 hour. Product: S1CC=CC2=CC=CC(=C12)C(=O)O (2H-Thiochromene-8-carboxylic acid). The yield is 69.5%. Reaction SMILES: C[O:2][C:3]([C:5]1[CH:6]=[CH:7][CH:8]=[C:9]2[C:14]=1[S:13][CH2:12][CH:11]=[CH:10]2)=[O:4].[OH-].[Na+]>C(O)C>[S:13]1[C:14]2[C:9](=[CH:8][CH:7]=[CH:6][C:5]=2[C:3]([OH:4])=[O:2])[CH:10]=[CH:11][CH2:12]1 |f:1.2|. Reported procedure: Methyl-2H-thiochromene-8-carboxylate (0.300 g, 1.46 mmol) was dissolved in ethanol (5 ml) and treated with 10% sodium hydroxide solution (10 ml). The mixture was then heated to reflux with stirring. After 5 h, the reaction mixture was allowed to cool The ethanol present was then removed by evaporation under reduced pressure. The aqueous residue was then washed with CH2Cl2 (2x) before being acidified to pH1 using 5M HCl. The resultant pale yellow precipitate was then filtered off and dried in vac... Starting materials: CO, CC1(C)CCN(C(=O)OCc2ccccc2)C1C(N)=O. Product: CC1(C)CCNC1C(N)=O. RXN SMILES: [CH3:21][OH:22].[NH2:1][C:2](=[O:3])[CH:4]1[N:5]([C:11]([O:12][CH2:13][c:14]2[cH:15][cH:16][cH:17][cH:18][cH:19]2)=[O:20])[CH2:6][CH2:7][C:8]1([CH3:9])[CH3:10]>>[NH2:1][C:2](=[O:3])[CH:4]1[NH:5][CH2:6][CH2:7][C:8]1([CH3:9])[CH3:10].